Dataset: the Open Reaction Database (ORD), a public repository of structured organic reaction records. Task: describe an organic reaction: reactants, conditions, products, and yield The reactants are COC(C(=O)O)C(=O)NCC(F)(F)C(F)(F)F, NC1C(=O)Nc2ccccc2-c2ccccc21. Product: COC(C(=O)NCC(F)(F)C(F)(F)F)C(=O)NC1C(=O)Nc2ccccc2-c2ccccc21. Reaction SMILES: [CH3:18][O:19][CH:20]([C:21](=[O:22])[OH:23])[C:24](=[O:25])[NH:26][CH2:27][C:28]([C:29]([F:30])([F:31])[F:32])([F:33])[F:34].[NH2:1][CH:2]1[c:3]2[c:4]([cH:14][cH:15][cH:16][cH:17]2)-[c:5]2[c:6]([cH:10][cH:11][cH:12][cH:13]2)[NH:7][C:8]1=[O:9]>>[NH:1]([CH:2]1[c:3]2[c:4]([cH:14][cH:15][cH:16][cH:17]2)-[c:5]2[c:6]([cH:10][cH:11][cH:12][cH:13]2)[NH:7][C:8]1=[O:9])[C:21]([CH:20]([O:19][CH3:18])[C:24](=[O:25])[NH:26][CH2:27][C:28]([C:29]([F:30])([F:31])[F:32])([F:33])[F:34])=[O:22]. As a reaction SMILES: [Br:1][C:2]1[CH:3]=[C:4]([C:8](=O)[CH3:9])[CH:5]=[CH:6][CH:7]=1.[NH4+:11].[Cl-].[C-:13]#[N:14].[K+]>N>[NH2:11][C:8]([C:4]1[CH:5]=[CH:6][CH:7]=[C:2]([Br:1])[CH:3]=1)([CH3:9])[C:13]#[N:14] |f:1.2,3.4|. Conditions: time 3 day. Solvent: N (ammonia). Procedure details: A mixture of 1-(3-bromo-phenyl)-ethanone (10 g, 50 mmol), NH4Cl (6.4 g, 100 mmol) and KCN (6.5 g, 100 mmol) was dissolved in ammonia (200 ml). The solution was stirred at room temperature for 3 days. The mixture was extracted with diethylether (3×300 ml). The organic phase was washed with water and brine, dried with Na2SO4 and concentrated in vacuo to yield the title compound (also containing some unreacted starting material). 1H-NMR (400 MHz, CDCl3): 7.84 (s, 1H), 7.59 (d, 1H), 7.48 (d, 1H), 7.... Yields the product NC(C#N)(C)C1=CC(=CC=C1)Br (2-Amino-2-(3-bromo-phenyl)-propionitrile). The reactants are BrC=1C=C(C=CC1)C(C)=O (1-(3-bromo-phenyl)-ethanone), [NH4+].[Cl-] (NH4Cl), [C-]#N.[K+] (KCN).